Dataset: the Open Reaction Database (ORD), a public repository of structured organic reaction records. Task: describe an organic reaction: reactants, conditions, products, and yield The reactants are BrB(Br)Br, ClCCl, COc1ccc(C(CCN(C(C)C)C(C)C)(C(N)=O)c2ccccn2)cc1. Reaction SMILES: [B:28]([Br:29])([Br:30])[Br:31].[CH2:32]([Cl:33])[Cl:34].[CH:1]([CH3:2])([CH3:3])[N:4]([CH2:5][CH2:6][C:7]([C:8](=[O:9])[NH2:10])([c:11]1[n:12][cH:13][cH:14][cH:15][cH:16]1)[c:17]1[cH:18][cH:19][c:20]([O:23][CH3:24])[cH:21][cH:22]1)[CH:25]([CH3:26])[CH3:27]>>[CH:1]([CH3:2])([CH3:3])[N:4]([CH2:5][CH2:6][C:7]([C:8](=[O:9])[NH2:10])([c:11]1[n:12][cH:13][cH:14][cH:15][cH:16]1)[c:17]1[cH:18][cH:19][c:20]([OH:23])[cH:21][cH:22]1)[CH:25]([CH3:26])[CH3:27]. The product is CC(C)N(CCC(C(N)=O)(c1ccc(O)cc1)c1ccccn1)C(C)C. Starting materials: CO (MeOH), COC(C1=C(C(=C(C=C1)Cl)C)N(S(=O)(=O)C1=CC=C(C=C1)OC)CC1=CC=CC=C1)=O (2-[Benzyl-(4-methoxy-benzenesulfonyl)-amino]-4-chloro-3-methyl-benzoic acid methyl ester). Solvent: CCOCC (ether). Yields the product C(C1=CC=CC=C1)N(C1=C(C(=O)O)C=CC(=C1C)Cl)S(=O)(=O)C1=CC=C(C=C1)OC (2-[Benzyl-(4-methoxy-benzenesulfonyl)-amino]-4-chloro-3-methyl-benzoic acid). Yield: 92.6%. RXN SMILES: CO.C[O:4][C:5](=[O:33])[C:6]1[CH:11]=[CH:10][C:9]([Cl:12])=[C:8]([CH3:13])[C:7]=1[N:14]([CH2:26][C:27]1[CH:32]=[CH:31][CH:30]=[CH:29][CH:28]=1)[S:15]([C:18]1[CH:23]=[CH:22][C:21]([O:24][CH3:25])=[CH:20][CH:19]=1)(=[O:17])=[O:16]>CCOCC>[CH2:26]([N:14]([S:15]([C:18]1[CH:19]=[CH:20][C:21]([O:24][CH3:25])=[CH:22][CH:23]=1)(=[O:17])=[O:16])[C:7]1[C:8]([CH3:13])=[C:9]([Cl:12])[CH:10]=[CH:11][C:6]=1[C:5]([OH:33])=[O:4])[C:27]1[CH:32]=[CH:31][CH:30]=[CH:29][CH:28]=1. Reported procedure: In the same manner as described in Example 19, except a mixture of MeOH and ThF was used instead of MeOH, 0.506 g (1.1 mmol) of the product of Example 98 provided 0.454 g (93%) of the desired carboxylic acid as a white solid after triion with ether. Electrospray Mass Spec 446.1(M+H). Starting materials: CCOC(=O)C=O, CC(C)CCN1C(=O)CSC1c1ccccc1, C1CCOC1, CC(C)[N-]C(C)C, [Li]CCCC, CC(C)NC(C)C, Cl, [Li+]. Yields the product CCOC(=O)C=C1SC(c2ccccc2)N(CCC(C)C)C1=O. Reaction SMILES: [C:38]([CH:39]=[O:40])(=[O:41])[O:42][CH2:43][CH3:44].[CH2:1]([CH2:2][CH:3]([CH3:4])[CH3:5])[N:6]1[CH:7]([c:12]2[cH:13][cH:14][cH:15][cH:16][cH:17]2)[S:8][CH2:9][C:10]1=[O:11].[CH2:46]1[O:47][CH2:48][CH2:49][CH2:50]1.[CH3:19][CH:20]([N-:21][CH:22]([CH3:23])[CH3:24])[CH3:25].[CH3:26][CH2:27][CH2:28][CH2:29][Li:30].[CH:31]([NH:32][CH:33]([CH3:34])[CH3:35])([CH3:36])[CH3:37].[ClH:45].[Li+:18]>>[CH2:1]([CH2:2][CH:3]([CH3:4])[CH3:5])[N:6]1[CH:7]([c:12]2[cH:13][cH:14][cH:15][cH:16][cH:17]2)[S:8][C:9](=[CH:39][C:38](=[O:41])[O:42][CH2:43][CH3:44])[C:10]1=[O:11]. Starting materials: COC(CC(=O)N1[C@@H]([C@@]([C@@H](C1)CC(C)(C)C)(C#N)C1=C(C=C(C=C1)Cl)F)C1=C(C(=CC=C1)Cl)F)=O (rac-3-[(2S,3S,4S)-2-(3-chloro-2-fluoro-phenyl)-3-(4-chloro-2-fluoro-phenyl)-3-cyano-4-(2,2-dimethyl-propyl)-pyrrolidin-1-yl]-3-oxo-propionic acid methyl ester), [Li+].[OH-] (LiOH). Run in C1CCOC1.CO (THF MeOH). Product: ClC=1C(=C(C=CC1)[C@H]1N(C[C@H]([C@]1(C#N)C1=C(C=C(C=C1)Cl)F)CC(C)(C)C)C(CC(=O)O)=O)F (rac-3-[(2S,3S,4S)-2-(3-chloro-2-fluoro-phenyl)-3-(4-chloro-2-fluoro-phenyl)-3-cyano-4-(2,2-dimethyl-propyl)-pyrrolidin-1-yl]-3-oxo-propionic acid). RXN SMILES: C[O:2][C:3](=[O:35])[CH2:4][C:5]([N:7]1[CH2:11][C@@H:10]([CH2:12][C:13]([CH3:16])([CH3:15])[CH3:14])[C@@:9]([C:19]2[CH:24]=[CH:23][C:22]([Cl:25])=[CH:21][C:20]=2[F:26])([C:17]#[N:18])[C@H:8]1[C:27]1[CH:32]=[CH:31][CH:30]=[C:29]([Cl:33])[C:28]=1[F:34])=[O:6].[Li+].[OH-]>C1COCC1.CO>[Cl:33][C:29]1[C:28]([F:34])=[C:27]([C@@H:8]2[C@:9]([C:19]3[CH:24]=[CH:23][C:22]([Cl:25])=[CH:21][C:20]=3[F:26])([C:17]#[N:18])[C@H:10]([CH2:12][C:13]([CH3:14])([CH3:15])[CH3:16])[CH2:11][N:7]2[C:5](=[O:6])[CH2:4][C:3]([OH:35])=[O:2])[CH:32]=[CH:31][CH:30]=1 |f:1.2,3.4|. Reported procedure: A mixture of methyl malonyl chloride (Aldrich, 127 mg, 0.93 mmol), DIPEA (Aldrich, 297.0 mg, 2.3 mmol) and rac-(2S,3S,4S)-2-(3-chloro-2-fluoro-phenyl)-3-(4-chloro-2-fluoro-phenyl)-4-(2,2-dimethyl-propyl)-pyrrolidine-3-carbonitrile (150 mg, 0.35 mmol) was stirred at rt overnight. The reaction mixture was concentrated and purified by RP-HPLC to give rac-3-[(2S,3S,4S)-2-(3-chloro-2-fluoro-phenyl)-3-(4-chloro-2-fluoro-phenyl)-3-cyano-4-(2,2-dimethyl-propyl)-pyrrolidin-1-yl]-3-oxo-propionic acid meth...